Dataset: the Open Reaction Database (ORD), a public repository of structured organic reaction records. Task: describe an organic reaction: reactants, conditions, products, and yield Product: CC(C)CC(NCC=Cc1ccc(-c2cc(C(N)=O)c(NC(N)=O)s2)cc1)C(=O)OC1CCCC1. Reactants: CC(C)CC(C(=O)OC1CCCC1)N(CC=Cc1ccc(-c2cc(C(N)=O)c(NC(N)=O)s2)cc1)C(=O)OC(C)(C)C, CCCC(C)C, ClCCl, O=C(O)C(F)(F)F. Reaction SMILES: [C:1]([O:2][C:3](=[O:4])[N:8]([CH:9]([CH2:10][CH:11]([CH3:12])[CH3:13])[C:14](=[O:15])[O:16][CH:17]1[CH2:18][CH2:19][CH2:20][CH2:21]1)[CH2:22][CH:23]=[CH:24][c:25]1[cH:26][cH:27][c:28](-[c:31]2[s:32][c:33]([NH:39][C:40]([NH2:41])=[O:42])[c:34]([C:36]([NH2:37])=[O:38])[cH:35]2)[cH:29][cH:30]1)([CH3:5])([CH3:6])[CH3:7].[CH3:50][CH2:51][CH2:52][CH:53]([CH3:54])[CH3:55].[Cl:56][CH2:57][Cl:58].[OH:43][C:44]([C:45]([F:46])([F:47])[F:48])=[O:49]>>[NH:8]([CH:9]([CH2:10][CH:11]([CH3:12])[CH3:13])[C:14](=[O:15])[O:16][CH:17]1[CH2:18][CH2:19][CH2:20][CH2:21]1)[CH2:22][CH:23]=[CH:24][c:25]1[cH:26][cH:27][c:28](-[c:31]2[s:32][c:33]([NH:39][C:40]([NH2:41])=[O:42])[c:34]([C:36]([NH2:37])=[O:38])[cH:35]2)[cH:29][cH:30]1. The reactants are N1=CC(=CC=C1)C1(CNCC1)CCO (2-[3-(pyridin-3-yl)-pyrrolidin-3-yl]-ethanol), COC=1C=C(C(=O)Cl)C=C(C1OC)OC (3,4,5-trimethoxy-benzoyl chloride). The product is N1=CC(=CC=C1)C1(CN(CC1)C(C1=CC(=C(C(=C1)OC)OC)OC)=O)CCO (2-[3-(pyridin-3-yl)-1-(3,4,5-trimethoxy-benzoyl)-pyrrolidin-3-yl]-ethanol). Reaction SMILES: [N:1]1[CH:6]=[CH:5][CH:4]=[C:3]([C:7]2([CH2:12][CH2:13][OH:14])[CH2:11][CH2:10][NH:9][CH2:8]2)[CH:2]=1.[CH3:15][O:16][C:17]1[CH:18]=[C:19]([CH:23]=[C:24]([O:28][CH3:29])[C:25]=1[O:26][CH3:27])[C:20](Cl)=[O:21]>>[N:1]1[CH:6]=[CH:5][CH:4]=[C:3]([C:7]2([CH2:12][CH2:13][OH:14])[CH2:11][CH2:10][N:9]([C:20](=[O:21])[C:19]3[CH:18]=[C:17]([O:16][CH3:15])[C:25]([O:26][CH3:27])=[C:24]([O:28][CH3:29])[CH:23]=3)[CH2:8]2)[CH:2]=1. Procedure: Prepare by the method of example 3.1 using 2-[3-(pyridin-3-yl)-pyrrolidin-3-yl]-ethanol (23 mmol) and 3,4,5-trimethoxy-benzoyl chloride (23 mmol). Chromatograph on silica gel to give the title compound. The product is C(C=C)(=O)O.C(CCCCCCCCC)OC(C=C)=O (Acrylic Acid decylacrylate). As a reaction SMILES: [C:1]([OH:5])(=[O:4])[CH:2]=[CH2:3].[CH2:6]([O:16][C:17](=[O:20])[CH:18]=[CH2:19])[CH2:7][CH2:8][CH2:9][CH2:10][CH2:11][CH2:12][CH2:13][CH2:14][CH3:15]>O1CCOCC1>[C:1]([OH:5])(=[O:4])[CH:2]=[CH2:3].[CH2:6]([O:16][C:17](=[O:20])[CH:18]=[CH2:19])[CH2:7][CH2:8][CH2:9][CH2:10][CH2:11][CH2:12][CH2:13][CH2:14][CH3:15] |f:3.4|. Procedure: A solution was prepared of acrylic acid (10.0 g, 133 mmol) and n-decylacrylate (1.0 g, 4.71 mmol) in dioxane (200 mL). The solution was degassed by passing a rapid stream of nitrogen through it, and to the solution was added AIBN (0.6 g, 5 mol % with respect to total monomer). The solution was degassed for a further thirty minutes and the reaction was then heated to 70° C. for 16 hr. The solution was cooled and precipitated into ethyl acetate (600 mL). The ethyl acetate was decanted from the fib... Reactants: C(C=C)(=O)O (acrylic acid), C(CCCCCCCCC)OC(C=C)=O (n-decylacrylate). The yield is 671.9%. Run at temperature 70 celsius. The solvent is O1CCOCC1 (dioxane). Starting materials: semi-solid, ClC1=CC=C(C=C1)C=1C(=CNC1SC(F)(F)F)C(=O)OCC (ethyl 4-(p-chlorophenyl)-5-[(trifluoromethyl)thio]pyrrole-3-carboxylate), ice water, Cl (hydrochloric acid), ice water. The solvent is C(Cl)Cl (methylene chloride), C(O)CN (ethanolamine), [OH-].[Na+] (sodium hydroxide). Run at time 8 hour. Product: ClC1=CC=C(C=C1)C1=C(NC=C1)SC(F)(F)F (3-(p-Chlorophenyl)-2-[(trifluoromethyl)thio]pyrrole). The yield is 75.2%. Reaction SMILES: [Cl:1][C:2]1[CH:7]=[CH:6][C:5]([C:8]2[C:9](C(OCC)=O)=[CH:10][NH:11][C:12]=2[S:13][C:14]([F:17])([F:16])[F:15])=[CH:4][CH:3]=1.Cl>[OH-].[Na+].C(CN)O.C(Cl)Cl>[Cl:1][C:2]1[CH:3]=[CH:4][C:5]([C:8]2[CH:9]=[CH:10][NH:11][C:12]=2[S:13][C:14]([F:16])([F:15])[F:17])=[CH:6][CH:7]=1 |f:2.3|. Procedure details: A solution of ethyl 4-(p-chlorophenyl)-5-[(trifluoromethyl)thio]pyrrole-3-carboxylate (8.0 g, 0.023 mol) in 10% aqeuous sodium hydroxide solution is refluxed for several hours, stirred at room temperature overnight, poured into ice-water, treated with concentrated hydrochloric acid and extracted with ether. The combined organic extracts are washed with water and brine, dried over anhydrous magnesium sulfate and concentrated in vacuo to obtain a brown semi-solid. A solution of the semi-solid (6.9...